This data is from the Open Reaction Database (ORD), a public repository of structured organic reaction records. The task is: describe an organic reaction: reactants, conditions, products, and yield The reactants are FC1=CC(=C(C=C1)[N+](=O)[O-])OCCC (4-fluoro-2-propoxy-1-nitrobenzene), C(C)(=O)N1CCNCC1 (N-acetylpiperazine), C([O-])([O-])=O.[K+].[K+] (potassium carbonate). The solvent is CN(C=O)C (dimethylformamide). The product is C(CC)OC=1C=C(C=CC1[N+](=O)[O-])N1CCN(CC1)C(C)=O (1-(4-(3-propoxy-4-nitrophenyl)piperazin-1-yl)ethanone). RXN SMILES: F[C:2]1[CH:7]=[CH:6][C:5]([N+:8]([O-:10])=[O:9])=[C:4]([O:11][CH2:12][CH2:13][CH3:14])[CH:3]=1.[C:15]([N:18]1[CH2:23][CH2:22][NH:21][CH2:20][CH2:19]1)(=[O:17])[CH3:16].C(=O)([O-])[O-].[K+].[K+]>CN(C)C=O>[CH2:12]([O:11][C:4]1[CH:3]=[C:2]([N:21]2[CH2:22][CH2:23][N:18]([C:15](=[O:17])[CH3:16])[CH2:19][CH2:20]2)[CH:7]=[CH:6][C:5]=1[N+:8]([O-:10])=[O:9])[CH2:13][CH3:14] |f:2.3.4|. Procedure: The compound obtained in Step 1 above (300 mg), N-acetylpiperazine (300 mg), and potassium carbonate (500 mg) were dissolved in dimethylformamide (3 mL) and reacted at 80° C. overnight. The dimethylformamide of the reaction mixture was removed under reduced pressure, and added with water to form a solid. The solid was filtered to obtain a target compound as a yellow solid.